This data is from the Open Reaction Database (ORD), a public repository of structured organic reaction records. The task is: describe an organic reaction: reactants, conditions, products, and yield The reactants are CCNCC, C#CC(C)(C)O, [Cu]I, O=C1c2ccccc2-n2cnc(I)c2C2CCCN12, Cl[Pd]Cl, c1ccc(P(c2ccccc2)c2ccccc2)cc1, c1ccc(P(c2ccccc2)c2ccccc2)cc1. The product is CC(C)(O)C#Cc1ncn2c1C1CCCN1C(=O)c1ccccc1-2. As a reaction SMILES: [CH2:26]([NH:27][CH2:28][CH3:29])[CH3:30].[CH3:20][C:21]([CH3:22])([C:23]#[CH:24])[OH:25].[Cu:72][I:73].[I:1][c:2]1[n:3][cH:4][n:5]2[c:6]1[CH:7]1[N:8]([C:9](=[O:16])[c:10]3[c:11]-2[cH:12][cH:13][cH:14][cH:15]3)[CH2:17][CH2:18][CH2:19]1.[Pd:31]([Cl:32])[Cl:33].[c:34]1([P:35]([c:36]2[cH:37][cH:38][cH:39][cH:40][cH:41]2)[c:42]2[cH:43][cH:44][cH:45][cH:46][cH:47]2)[cH:48][cH:49][cH:50][cH:51][cH:52]1.[c:53]1([P:54]([c:55]2[cH:56][cH:57][cH:58][cH:59][cH:60]2)[c:61]2[cH:62][cH:63][cH:64][cH:65][cH:66]2)[cH:67][cH:68][cH:69][cH:70][cH:71]1>>[c:2]1([C:24]#[C:23][C:21]([CH3:20])([CH3:22])[OH:25])[n:3][cH:4][n:5]2[c:6]1[CH:7]1[N:8]([C:9](=[O:16])[c:10]3[c:11]-2[cH:12][cH:13][cH:14][cH:15]3)[CH2:17][CH2:18][CH2:19]1. Reactants: C1(CC1)COC1=CC(=C(C(=O)O)C=C1)C (4-(cyclopropylmethoxy)-2-methylbenzoic acid), ClC1=CC(=NC=C1[N+](=O)[O-])OC[C@H](C)NC(C)=O (N-((2S)-1-((4-chloro-5-nitropyridin-2-yl)oxy)propan-2-yl)acetamide). The product is C1(CC1)COC1=CC(=C(C=C1)C=1OC2=C(C=NC(=C2)OC[C@H](C)NC(C)=O)N1)C (N-((2S)-1-((2-(4-(cyclopropylmethoxy)-2-methylphenyl)[1,3]oxazolo[4,5-c]pyridin-6-yl)oxy)propan-2-yl)acetamide). As a reaction SMILES: [CH:1]1([CH2:4][O:5][C:6]2[CH:14]=[CH:13][C:9]([C:10]([OH:12])=O)=[C:8]([CH3:15])[CH:7]=2)[CH2:3][CH2:2]1.Cl[C:17]1[C:22]([N+:23]([O-])=O)=[CH:21][N:20]=[C:19]([O:26][CH2:27][C@@H:28]([NH:30][C:31](=[O:33])[CH3:32])[CH3:29])[CH:18]=1>>[CH:1]1([CH2:4][O:5][C:6]2[CH:14]=[CH:13][C:9]([C:10]3[O:12][C:17]4[CH:18]=[C:19]([O:26][CH2:27][C@@H:28]([NH:30][C:31](=[O:33])[CH3:32])[CH3:29])[N:20]=[CH:21][C:22]=4[N:23]=3)=[C:8]([CH3:15])[CH:7]=2)[CH2:2][CH2:3]1. Procedure: Using 4-(cyclopropylmethoxy)-2-methylbenzoic acid and N-((2S)-1-((4-chloro-5-nitropyridin-2-yl)oxy)propan-2-yl)acetamide, and in the same manner as in Step B and Step C of Example 31, the title compound was obtained.